The task is: describe an organic reaction: reactants, conditions, products, and yield. This data is from the Open Reaction Database (ORD), a public repository of structured organic reaction records. Starting materials: [Br-], Clc1ccc2ncc(Br)n2n1, CC[Mg+], C1CCOC1, O=Cc1c(F)cc2ncccc2c1F. Product: OC(c1c(F)cc2ncccc2c1F)c1cnc2ccc(Cl)nn12. RXN SMILES: [Br-:12].[Br:1][c:2]1[cH:3][n:4][c:5]2[n:6]1[n:7][c:8]([Cl:11])[cH:9][cH:10]2.[CH2:13]([Mg+:14])[CH3:15].[CH2:30]1[O:31][CH2:32][CH2:33][CH2:34]1.[F:16][c:17]1[c:18]2[cH:19][cH:20][cH:21][n:22][c:23]2[cH:24][c:25]([F:29])[c:26]1[CH:27]=[O:28]>>[c:2]1([CH:27]([c:26]2[c:17]([F:16])[c:18]3[cH:19][cH:20][cH:21][n:22][c:23]3[cH:24][c:25]2[F:29])[OH:28])[cH:3][n:4][c:5]2[n:6]1[n:7][c:8]([Cl:11])[cH:9][cH:10]2. The reactants are O=C(O)COc1ccc(C23CC4CC(CC(C4)C2)C3)cc1, ClCCCl, COC(=O)c1ccccc1N, CCN(C(C)C)C(C)C, CN(C)C=O, On1nnc2ccccc21. Product: COC(=O)c1ccccc1NC(=O)COc1ccc(C23CC4CC(CC(C4)C2)C3)cc1. As a reaction SMILES: [C:1]12([c:11]3[cH:12][cH:13][c:14]([O:15][CH2:16][C:17](=[O:18])[OH:19])[cH:20][cH:21]3)[CH2:2][CH:3]3[CH2:4][CH:5]([CH2:6][CH:7]([CH2:8]1)[CH2:9]3)[CH2:10]2.[CH2:33]([Cl:34])[CH2:35][Cl:36].[CH3:22][O:23][C:24]([c:25]1[c:26]([NH2:31])[cH:27][cH:28][cH:29][cH:30]1)=[O:32].[CH:47]([N:48]([CH2:49][CH3:50])[CH:51]([CH3:52])[CH3:53])([CH3:54])[CH3:55].[O:56]=[CH:57][N:58]([CH3:59])[CH3:60].[OH:37][n:38]1[c:39]2[cH:40][cH:41][cH:42][cH:43][c:44]2[n:45][n:46]1>>[C:1]12([c:11]3[cH:12][cH:13][c:14]([O:15][CH2:16][C:17](=[O:18])[NH:31][c:26]4[c:25]([C:24]([O:23][CH3:22])=[O:32])[cH:30][cH:29][cH:28][cH:27]4)[cH:20][cH:21]3)[CH2:2][CH:3]3[CH2:4][CH:5]([CH2:6][CH:7]([CH2:8]1)[CH2:9]3)[CH2:10]2. Yield: 66.4%. Yields the product NC=1N=C(C(=NC1Br)C=1C=CC(N(N1)C(C)C)=O)C1=CC=CC=C1 (6-(5-amino-6-bromo-3-phenyl-2-pyrazinyl)-2-isopropyl-3(2H)-pyridazinone). The solvent is CC(=O)C (acetone), CN(C)C=O (DMF). As a reaction SMILES: [Br:1]N1C(=O)CCC1=O.[NH2:9][C:10]1[N:11]=[C:12]([C:26]2[CH:31]=[CH:30][CH:29]=[CH:28][CH:27]=2)[C:13]([C:16]2[CH:17]=[CH:18][C:19](=[O:25])[N:20]([CH:22]([CH3:24])[CH3:23])[N:21]=2)=[N:14][CH:15]=1.O>CN(C=O)C.CC(C)=O>[NH2:9][C:10]1[N:11]=[C:12]([C:26]2[CH:27]=[CH:28][CH:29]=[CH:30][CH:31]=2)[C:13]([C:16]2[CH:17]=[CH:18][C:19](=[O:25])[N:20]([CH:22]([CH3:24])[CH3:23])[N:21]=2)=[N:14][C:15]=1[Br:1]. Procedure details: N-bromosuccinimide (875 mg) was added to a solution of 6-(5-amino-3-phenyl-2-pyrazinyl)-2-isopropyl-3(2H)-pyridazinone (1.51 g) in DMF (15 ml). The mixture was stirred at 50-55° C. for one hour and poured into water (150 ml). The precipitate was collected by filtration, dissolved in CHCl3, dried over MgSO4 and concentrated under reduced pressure to give a solid. The solid was suspended in acetone and collected by filtration to give 6-(5-amino-6-bromo-3-phenyl-2-pyrazinyl)-2-isopropyl-3(2H)-pyrid... Run at temperature 52.5 celsius, time 1 hour. Starting materials: BrN1C(CCC1=O)=O (N-bromosuccinimide), NC=1N=C(C(=NC1)C=1C=CC(N(N1)C(C)C)=O)C1=CC=CC=C1 (6-(5-amino-3-phenyl-2-pyrazinyl)-2-isopropyl-3(2H)-pyridazinone), O (water). Reactants: COC=1C=C2C(=CC=NC2=CC1OC)OC=1C=C2C=CC=C(C2=CC1)C(=O)O (6-(6,7-dimethoxyquinolin-4-yloxy)-1-naphthoic acid), FC1=CC(=C(C=C1)N)N (4-fluoro-o-phenylenediamine). The product is NC1=C(C=CC(=C1)F)NC(=O)C1=CC=CC2=CC(=CC=C12)OC1=CC=NC2=CC(=C(C=C12)OC)OC (N-(2-amino-4-fluorophenyl)-6-(6,7-dimethoxyquinolin-4-yloxy)-1-naphthamide). Yield: 80.9%. Reaction SMILES: [CH3:1][O:2][C:3]1[CH:4]=[C:5]2[C:10](=[CH:11][C:12]=1[O:13][CH3:14])[N:9]=[CH:8][CH:7]=[C:6]2[O:15][C:16]1[CH:17]=[C:18]2[C:23](=[CH:24][CH:25]=1)[C:22]([C:26]([OH:28])=O)=[CH:21][CH:20]=[CH:19]2.[F:29][C:30]1[CH:35]=[CH:34][C:33]([NH2:36])=[C:32]([NH2:37])[CH:31]=1>>[NH2:37][C:32]1[CH:31]=[C:30]([F:29])[CH:35]=[CH:34][C:33]=1[NH:36][C:26]([C:22]1[C:23]2[C:18](=[CH:17][C:16]([O:15][C:6]3[C:5]4[C:10](=[CH:11][C:12]([O:13][CH3:14])=[C:3]([O:2][CH3:1])[CH:4]=4)[N:9]=[CH:8][CH:7]=3)=[CH:25][CH:24]=2)[CH:19]=[CH:20][CH:21]=1)=[O:28]. Procedure: The title compound (39.1 mg, 81% yield) was prepared as a brown solid from 6-(6,7-dimethoxyquinolin-4-yloxy)-1-naphthoic acid (37.5 mg, 0.1 mmol) and 4-fluoro-o-phenylenediamine (15.1 mg, 0.12 mmol) by an analogous procedure to that described in example 16. 1H NMR (DMSO-d6) δ 3.93 (s, 3H, —OCH3), 3.95 (s, 3H, —OCH3), 5.31 (s, 2H, benzene-NH2), 6.40 (s, 1H, Ar—H), 6.55-6.59 (m, 2H, Ar—H), 7.30 (d, J=7.6 Hz, 1H, Ar—H), 7.42 (s, 1H, Ar—H), 7.54-7.57 (m, 2H, Ar—H), 7.64 (t, J=8.0 Hz, 1H, Ar—H), 7.89... The reactants are C1CCOC1, CCO, CO, CC(C)OC(=O)N=NC(=O)OC(C)C, CC(C)(C)OC(=O)n1nc(O)c2cc([N+](=O)[O-])cnc21, c1ccc(P(c2ccccc2)c2ccccc2)cc1. The product is CCOc1nn(C(=O)OC(C)(C)C)c2ncc([N+](=O)[O-])cc12. Reaction SMILES: [CH2:57]1[O:58][CH2:59][CH2:60][CH2:61]1.[CH3:35][CH2:36][OH:37].[CH3:62][OH:63].[O:1]=[C:2]([O:3][CH:4]([CH3:5])[CH3:6])[N:7]=[N:10][C:11]([O:12][CH:8]([CH3:9])[CH3:13])=[O:14].[OH:15][c:16]1[n:17][n:18]([C:28](=[O:29])[O:30][C:31]([CH3:32])([CH3:33])[CH3:34])[c:19]2[n:20][cH:21][c:22]([N+:25](=[O:26])[O-:27])[cH:23][c:24]12.[c:38]1([P:39]([c:40]2[cH:41][cH:42][cH:43][cH:44][cH:45]2)[c:46]2[cH:47][cH:48][cH:49][cH:50][cH:51]2)[cH:52][cH:53][cH:54][cH:55][cH:56]1>>[CH2:8]([CH3:9])[O:15][c:16]1[n:17][n:18]([C:28](=[O:29])[O:30][C:31]([CH3:32])([CH3:33])[CH3:34])[c:19]2[n:20][cH:21][c:22]([N+:25](=[O:26])[O-:27])[cH:23][c:24]12. Reactants: CC1(C(C2=C(C(=C(C=C2C1)O)Cl)Cl)O)C(C)C (2-methyl-2-isopropyl-6,7-dichloro-1,5-indandiol), ester, [OH-].[Na+] (sodium hydroxide), C([O-])([O-])=O.[K+].[K+] (potassium carbonate), BrCC(=O)OCC (ethyl bromoacetate). The solvent is CN(C=O)C (dimethylformamide). The product is OC1C(CC2=CC(=C(C(=C12)Cl)Cl)OCC(=O)O)(C)C(C)C ((1-hydroxy-2-isopropyl-2-methyl-6,7-dichloro-5-indanyloxy)acetic acid). As a reaction SMILES: [CH3:1][C:2]1([CH:15]([CH3:17])[CH3:16])[CH2:10][C:9]2[C:4](=[C:5]([Cl:13])[C:6]([Cl:12])=[C:7]([OH:11])[CH:8]=2)[CH:3]1[OH:14].C(=O)([O-])[O-].[K+].[K+].Br[CH2:25][C:26]([O:28]CC)=[O:27].[OH-].[Na+]>CN(C)C=O>[OH:14][CH:3]1[C:4]2[C:9](=[CH:8][C:7]([O:11][CH2:25][C:26]([OH:28])=[O:27])=[C:6]([Cl:12])[C:5]=2[Cl:13])[CH2:10][C:2]1([CH:15]([CH3:17])[CH3:16])[CH3:1] |f:1.2.3,5.6|. Reported procedure: (1-Hydroxy-2-isopropyl-2-methyl-6,7-dichloro-5-indanyloxy)acetic acid is prepared following substantially the same procedure described in Example 4, Step F, using the following substances: 2-methyl-2-isopropyl-6,7-dichloro-1,5-indandiol (8.3 g., .03 mole); potassium carbonate (7.2 g.); ethyl bromoacetate (6.2 ml.); and dimethylformamide (70 ml.); and hydrolyzing the resultant ester with aqueous sodium hydroxide in accordance with Example 4, Step F, gives (1-hydroxy-2-isopropyl-2-methyl-6,7-dichl... Starting materials: BrC1=CC(=NC=C1)CC(=NO)C1=CC=C(C=C1)F (2-(4-bromopyridin-2-yl)-1-(4-fluorophenyl)ethanone oxime). The solvent is ClCCCl (1,2-dichloroethane), ClCCCl (1,2-dichloroethane). Product: BrC1=CC=2N(C=C1)N=C(C2)C2=CC=C(C=C2)F (5-bromo-2-(4-fluorophenyl)pyrazolo[1,5-a]pyridine). Reaction SMILES: [Br:1][C:2]1[CH:7]=[CH:6][N:5]=[C:4]([CH2:8][C:9]([C:12]2[CH:17]=[CH:16][C:15]([F:18])=[CH:14][CH:13]=2)=[N:10]O)[CH:3]=1>ClCCCl>[Br:1][C:2]1[CH:7]=[CH:6][N:5]2[N:10]=[C:9]([C:12]3[CH:17]=[CH:16][C:15]([F:18])=[CH:14][CH:13]=3)[CH:8]=[C:4]2[CH:3]=1. Reported procedure: 7.82 g (25.50 mmol) of 2-(4-bromopyridin-2-yl)-1-(4-fluorophenyl)ethanone oxime are placed in a round-bottomed flask and dissolved in 400 mL of 1,2-dichloroethane. An O-(mesitylenesulfonyl)hydroxylamine solution (0.27 M in 1,2-dichloroethane—compound obtained according to the protocol described in step 1.3) is added dropwise to the medium cooled to about 0° C. After the addition, the medium is stirred at room temperature for 1 hour 30 minutes. The medium is then diluted with 200 mL of water and ... Reactants: COC=1C=C(C=C(C1OC)OC)C1=NC=C(C=C1)N(CCCCCCN(C)C=1C=CC(=NC1)C1=CC(=C(C(=C1)OC)OC)OC)C (N,N′-bis[2-(3,4,5-trimethoxyphenyl)-5-pyridyl]-N,N′-dimethyl-1,6-hexanediamine), CS(=O)(=O)O (methanesulfonic acid). Run in CO.C(Cl)Cl (methanol methylene chloride). Product: CS(=O)(=O)O.CS(=O)(=O)O.COC=1C=C(C=C(C1OC)OC)C1=NC=C(C=C1)N(CCCCCCN(C)C=1C=CC(=NC1)C1=CC(=C(C(=C1)OC)OC)OC)C (N,N′-Bis[2-(3,4,5-trimethoxypheyl)-5-pyridyl]-N,N′-dimethyl-1,6-hexanediamine dimethanesulfonate). Isolated yield 82.4%. As a reaction SMILES: [CH3:1][O:2][C:3]1[CH:4]=[C:5]([C:13]2[CH:18]=[CH:17][C:16]([N:19]([CH3:46])[CH2:20][CH2:21][CH2:22][CH2:23][CH2:24][CH2:25][N:26]([C:28]3[CH:29]=[CH:30][C:31]([C:34]4[CH:39]=[C:38]([O:40][CH3:41])[C:37]([O:42][CH3:43])=[C:36]([O:44][CH3:45])[CH:35]=4)=[N:32][CH:33]=3)[CH3:27])=[CH:15][N:14]=2)[CH:6]=[C:7]([O:11][CH3:12])[C:8]=1[O:9][CH3:10].[CH3:47][S:48]([OH:51])(=[O:50])=[O:49]>CO.C(Cl)Cl>[CH3:47][S:48]([OH:51])(=[O:50])=[O:49].[CH3:47][S:48]([OH:51])(=[O:50])=[O:49].[CH3:41][O:40][C:38]1[CH:39]=[C:34]([C:31]2[CH:30]=[CH:29][C:28]([N:26]([CH3:27])[CH2:25][CH2:24][CH2:23][CH2:22][CH2:21][CH2:20][N:19]([C:16]3[CH:17]=[CH:18][C:13]([C:5]4[CH:6]=[C:7]([O:11][CH3:12])[C:8]([O:9][CH3:10])=[C:3]([O:2][CH3:1])[CH:4]=4)=[N:14][CH:15]=3)[CH3:46])=[CH:33][N:32]=2)[CH:35]=[C:36]([O:44][CH3:45])[C:37]=1[O:42][CH3:43] |f:2.3,4.5.6|. Procedure details: To a solution of N,N′-bis[2-(3,4,5-trimethoxyphenyl)-5-pyridyl]-N,N′-dimethyl-1,6-hexanediamine (243.0 mg, 0.370 mmol) in methanol-methylene chloride (6:1, 3.5 mL) was added a 1.0 M aqueous methanesulfonic acid (0.76 mL, 0.76 mmol), and the reaction mixture was concentrated under reduced pressure. Ethanol (5.0 mL) was added to the residue, and the mixture was concentrated under reduced pressure. The residue was recrystallized from methanol-diethyl ether to yield the title compound as yellow need... Reactants: [OH-].[Na+] (sodium hydroxide), COCCO[AlH2-]OCCOC.[Na+] (Vitride), sodium dihydrobis(2-methoxyethoxy)aluminate, CC(CCC1=C(SC=C1)C(=O)N)(C)C (3,3-dimethylbutyl-2-thiophene carboxamide). Run in C1(=CC=CC=C1)C (toluene), O1CCCC1 (tetrahydrofuran). Run at time 1 hour. The product is CC(CCC1=C(SC=C1)CN)(C)C (3,3-Dimethylbutyl-2-thiophenemethanamine). Yield: 85.7%. As a reaction SMILES: COCCO[AlH2-]OCCOC.[Na+].[CH3:13][C:14]([CH3:26])([CH3:25])[CH2:15][CH2:16][C:17]1[CH:21]=[CH:20][S:19][C:18]=1[C:22]([NH2:24])=O.[OH-].[Na+]>C1(C)C=CC=CC=1.O1CCCC1>[CH3:13][C:14]([CH3:26])([CH3:25])[CH2:15][CH2:16][C:17]1[CH:21]=[CH:20][S:19][C:18]=1[CH2:22][NH2:24] |f:0.1,3.4|. Reported procedure: To a solution of 17.0 ml of Vitride® T [sodium dihydrobis(2-methoxyethoxy)aluminate (70% solution in toluene)] in 50 ml of toluene, was added dropwise a solution of 5.0 g of 3,3-dimethylbutyl-2-thiophene carboxamide in 50 ml of dried tetrahydrofuran. The resulting mixture was heated at reflux for 2 hours, then cooled. The complex was decomposed by adding dropwise 30 ml of 2.5N sodium hydroxide. The mixture was stirred for one hour. The layers were separated and the organic layer was washed with ...